From a dataset of the Open Reaction Database (ORD), a public repository of structured organic reaction records. describe an organic reaction: reactants, conditions, products, and yield Starting materials: CO[C@H]1[C@@H](C[C@@H]2CN3CCC4=C([C@H]3C[C@@H]2[C@@H]1C(=O)OC)NC5=C4C=CC(=C5)OC)OC(=O)C6=CC(=C(C(=C6)OC)OC)OC (Hypersil), ClC=1C2=C(N=CN1)N(C=C2I)[C@@H]2CC[C@H](CC2)N2CCN(CC2)C (trans-4-chloro-5-iodo-7-[4-(4-methylpiperazino)cyclohexyl]-7H-pyrrolo[2,3-d]pyrimidine), C1(=CC=CC=C1)OC1=C(C=C(C=C1)B1OC(C(O1)(C)C)(C)C)C (2-methyl-4-(4,4,5,5-tetrametyl-1,3,2-dioxaborolan-2-yl)phenyl phenyl ether), ClC=1C2=C(N=CN1)N(C=C2C=2C=CC(=C(C#N)C2)OC2=CC=CC=C2)[C@@H]2CC[C@H](CC2)N2CCN(CC2)C (trans-5-(4-chloro-7-(4-(4-methylpiperazino)cyclohexyl)-7H-pyrrolo[2,3-d]pyrimidin-5-yl)-2-phenoxybenzonitrile). The solvent is C(C)#N (acetonitrile). The product is C1(=CC=CC=C1)OC1=C(C=C(C=C1)C1=CN(C=2N=CN=C(C21)Cl)[C@@H]2CC[C@H](CC2)N2CCN(CC2)C)C (trans-4-{4-Chloro-7-[4-(4-methylpiperazino)cyclohexyl]-7H-pyrrolo[2,3-d]pyrimidin-5-yl}-2-methylphenyl Phenyl Ether). The yield is 82.0%. As a reaction SMILES: ClC1C2C(I)=CN([C@H]3CC[C@H](N4CCN(C)CC4)CC3)C=2N=CN=1.C1(OC2C=CC(B3OC(C)(C)C(C)(C)O3)=CC=2C)C=CC=CC=1.[Cl:48][C:49]1[C:50]2[C:57]([C:58]3[CH:59]=[CH:60][C:61]([O:66][C:67]4[CH:72]=[CH:71][CH:70]=[CH:69][CH:68]=4)=[C:62]([CH:65]=3)[C:63]#N)=[CH:56][N:55]([C@H:73]3[CH2:78][CH2:77][C@H:76]([N:79]4[CH2:84][CH2:83][N:82]([CH3:85])[CH2:81][CH2:80]4)[CH2:75][CH2:74]3)[C:51]=2[N:52]=[CH:53][N:54]=1.CO[C@@H]1[C@@H](C(OC)=O)[C@@H]2[C@@H](CN3[C@H](C2)C2NC4C=C(OC)C=CC=4C=2CC3)C[C@H]1OC(C1C=C(OC)C(OC)=C(OC)C=1)=O>C(#N)C>[C:67]1([O:66][C:61]2[CH:60]=[CH:59][C:58]([C:57]3[C:50]4[C:49]([Cl:48])=[N:54][CH:53]=[N:52][C:51]=4[N:55]([C@H:73]4[CH2:74][CH2:75][C@H:76]([N:79]5[CH2:80][CH2:81][N:82]([CH3:85])[CH2:83][CH2:84]5)[CH2:77][CH2:78]4)[CH:56]=3)=[CH:65][C:62]=2[CH3:63])[CH:72]=[CH:71][CH:70]=[CH:69][CH:68]=1. Procedure details: The title compound was prepared in an 82% yield from from trans-4-chloro-5-iodo-7-[4-(4-methylpiperazino)cyclohexyl]-7H-pyrrolo[2,3-d]pyrimidine and 2-methyl-4-(4,4,5,5-tetrametyl-1,3,2-dioxaborolan-2-yl)phenyl phenyl ether in similar manner to that described for the preparation of trans-5-(4-chloro-7-(4-(4-methylpiperazino)cyclohexyl)-7H-pyrrolo[2,3-d]pyrimidin-5-yl)-2-phenoxybenzonitrile: 1H NMR (DMSO-d6, 400 MHz) δ 8.65 (s, 1H), 7.98(s, 1H), 7.49 (s, 1H), 7.37(m, 3H), 7.10(t, 1H), 6.95(m, 3H)... Reactants: C(CC)(=O)Cl (propanoyl chloride), CCN(C(C)C)C(C)C (DIEA), BrCC1=CC=C(C=C1)C1=NN=C(O1)C=1C(=NC=C(N1)C=1CCNCC1)N (3-[5-[4-(bromomethyl)phenyl]-1,3,4-oxadiazol-2-yl]-5-(1,2,3,6-tetrahydropyridin-4-yl)pyrazin-2-amine). Solvent: C(Cl)Cl (DCM), C(Cl)Cl (DCM), C(Cl)Cl (DCM). Run at time 15 minute. Yields the product NC=1N=CC(=NC1C=1OC(=NN1)C1=CC=C(C=C1)CBr)C=1CCN(CC1)C(CC)=O (1-[4-[5-amino-6-[5-[4-(bromomethyl)phenyl]-1,3,4-oxadiazol-2-yl]pyrazin-2-yl]-3,6-dihydro-2H-pyridin-1-yl]propan-1-one). Isolated yield 60.9%. RXN SMILES: [Br:1][CH2:2][C:3]1[CH:8]=[CH:7][C:6]([C:9]2[O:13][C:12]([C:14]3[C:15]([NH2:26])=[N:16][CH:17]=[C:18]([C:20]4[CH2:21][CH2:22][NH:23][CH2:24][CH:25]=4)[N:19]=3)=[N:11][N:10]=2)=[CH:5][CH:4]=1.CCN(C(C)C)C(C)C.[C:36](Cl)(=[O:39])[CH2:37][CH3:38]>C(Cl)Cl>[NH2:26][C:15]1[N:16]=[CH:17][C:18]([C:20]2[CH2:21][CH2:22][N:23]([C:36](=[O:39])[CH2:37][CH3:38])[CH2:24][CH:25]=2)=[N:19][C:14]=1[C:12]1[O:13][C:9]([C:6]2[CH:5]=[CH:4][C:3]([CH2:2][Br:1])=[CH:8][CH:7]=2)=[N:10][N:11]=1. Reported procedure: To a solution of 3-[5-[4-(bromomethyl)phenyl]-1,3,4-oxadiazol-2-yl]-5-(1,2,3,6-tetrahydropyridin-4-yl)pyrazin-2-amine (34 mg, 0.07 mmol) in anhydrous DCM (500 μL) cooled in an ice water bath under an atmosphere of nitrogen was added DIEA (49 mg, 66 μL, 0.38 mmol) followed by the dropwise addition of a solution of propanoyl chloride (8 mg, 7 μL, 0.08 mmol) in DCM (0.2 mL). The reaction mixture was stirred for 15 minutes. The reaction mixture was diluted with DCM and washed three times with 1M aqu... The reactants are CCOC(=O)C(C)Br, O=C([O-])[O-], CCC(C)=O, Oc1cccc(Nc2cnc3cc(Cl)ccc3n2)c1, [K+], [K+]. Product: CCOC(=O)C(C)Oc1cccc(Nc2cnc3cc(Cl)ccc3n2)c1. As a reaction SMILES: [Br:20][CH:21]([C:22](=[O:23])[O:24][CH2:25][CH3:26])[CH3:27].[C:28](=[O:29])([O-:30])[O-:31].[CH2:34]([C:35]([CH3:36])=[O:37])[CH3:38].[Cl:1][c:2]1[cH:3][c:4]2[n:5][cH:6][c:7]([NH:12][c:13]3[cH:14][c:15]([OH:19])[cH:16][cH:17][cH:18]3)[n:8][c:9]2[cH:10][cH:11]1.[K+:32].[K+:33]>>[Cl:1][c:2]1[cH:3][c:4]2[n:5][cH:6][c:7]([NH:12][c:13]3[cH:14][c:15]([O:19][CH:21]([C:22](=[O:23])[O:24][CH2:25][CH3:26])[CH3:27])[cH:16][cH:17][cH:18]3)[n:8][c:9]2[cH:10][cH:11]1.